This data is from the Open Reaction Database (ORD), a public repository of structured organic reaction records. The task is: describe an organic reaction: reactants, conditions, products, and yield Starting materials: CN1CCC(CC1)C1=CNC2=CC=C(C=C12)CC(CO)N ((±)-3-[3-(1-Methyl-4-piperidyl)-1H-indol-5-yl]-2-amino-1-propanol), C(OCC)(OCC)=O (diethyl carbonate), C([O-])([O-])=O.[K+].[K+] (potassium carbonate). Run in CO (methanol). Run at temperature 130 celsius. Yields the product CN1CCC(CC1)C1=CNC2=CC=C(C=C12)CC1NC(OC1)=O ((±)-3-(1-Methyl-4-piperidyl)-5-(2-oxo-1,3-oxazolidin-4-ylmethyl)-1H-indole). RXN SMILES: [CH3:1][N:2]1[CH2:7][CH2:6][CH:5]([C:8]2[C:16]3[C:11](=[CH:12][CH:13]=[C:14]([CH2:17][CH:18]([NH2:21])[CH2:19][OH:20])[CH:15]=3)[NH:10][CH:9]=2)[CH2:4][CH2:3]1.[C:22](=O)(OCC)[O:23]CC.C(=O)([O-])[O-].[K+].[K+]>CO>[CH3:1][N:2]1[CH2:7][CH2:6][CH:5]([C:8]2[C:16]3[C:11](=[CH:12][CH:13]=[C:14]([CH2:17][CH:18]4[CH2:19][O:20][C:22](=[O:23])[NH:21]4)[CH:15]=3)[NH:10][CH:9]=2)[CH2:4][CH2:3]1 |f:2.3.4|. Procedure: A mixture of the product from step (g) (1.6 g), diethyl carbonate (0.73 ml) and potassium carbonate (0.08 g) was heated at 130° C. for 5 hours. The mixture was cooled, taken up in methanol and the insoluble potassium carbonate filtered off. The filtrate was evaporated in vacuo and the residue eluted through a silica colum using DCM/EtOH/NH4OH (30:8:1) as eluant. The eluate was evaporated in vacuo and the residue recrystallised from isopropanol/ether to give the desired product as a colourless cr... Starting materials: secondary amine, O(C1=CC=CC=C1)C=1C=C(C=CC1)NCC1=CC=C(C=C1)N(CC)CC ((3-phenoxyphenyl)[4-(N,N-diethylamino)phenyl]methylamine), FC(C1CO1)(F)F (1,1,1-trifluoro-2,3-epoxypropane), FC(S(=O)(=O)[O-])(F)F.[Yb+3].FC(S(=O)(=O)[O-])(F)F.FC(S(=O)(=O)[O-])(F)F (Ytterbium (III) trifluoromethanesulfonate). The solvent is C(C)#N (acetonitrile). Conditions: temperature 40 celsius. Yields the product O(C1=CC=CC=C1)C=1C=C(C=CC1)N(CC(C(F)(F)F)O)CC1=CC=C(C=C1)N(CC)CC (3-[(3-phenoxyphenyl)-[[4-(N,N-diethylamino)phenyl]methyl]amino]-1,1,1-trifluoro-2-propanol). Isolated yield 17.4%. Reaction SMILES: [O:1]([C:8]1[CH:9]=[C:10]([NH:14][CH2:15][C:16]2[CH:21]=[CH:20][C:19]([N:22]([CH2:25][CH3:26])[CH2:23][CH3:24])=[CH:18][CH:17]=2)[CH:11]=[CH:12][CH:13]=1)[C:2]1[CH:7]=[CH:6][CH:5]=[CH:4][CH:3]=1.[F:27][C:28]([F:33])([F:32])[CH:29]1[O:31][CH2:30]1.FC(F)(F)S([O-])(=O)=O.[Yb+3].FC(F)(F)S([O-])(=O)=O.FC(F)(F)S([O-])(=O)=O>C(#N)C>[O:1]([C:8]1[CH:9]=[C:10]([N:14]([CH2:15][C:16]2[CH:17]=[CH:18][C:19]([N:22]([CH2:25][CH3:26])[CH2:23][CH3:24])=[CH:20][CH:21]=2)[CH2:30][CH:29]([OH:31])[C:28]([F:33])([F:32])[F:27])[CH:11]=[CH:12][CH:13]=1)[C:2]1[CH:3]=[CH:4][CH:5]=[CH:6][CH:7]=1 |f:2.3.4.5|. Procedure details: The 3-[(3-phenoxyphenyl)[4-(N,N-diethylamino)phenyl]methylamine (0.69 g, 2.0 mmol) product from EX-631A and 1,1,1-trifluoro-2,3-epoxypropane (0.45 g, 4 mmol) were dissolved in 1 mL of acetonitrile. Ytterbium (III) trifluoromethanesulfonate (0.12 g, 0.1 mmol) was added, and the stirred solution was warmed to 40° C. for 4 h, at which time HPLC analysis indicated that no secondary amine starting material remained. The reaction was quenched with water and extracted with ether. The ether layer was wa... Reactants: CC1=CSCC(=O)N1, CO, O=C(OO)c1cccc(Cl)c1. Product: COC1SC=C(C)NC1=O. As a reaction SMILES: [CH3:12][C:13]1=[CH:18][S:17][CH2:16][C:15](=[O:19])[NH:14]1.[CH3:20][OH:21].[Cl:1][c:2]1[cH:3][cH:4][cH:5][c:6]([C:8]([O:7][OH:10])=[O:9])[cH:11]1>>[CH3:8][O:9][CH:16]1[C:15](=[O:19])[NH:14][C:13]([CH3:12])=[CH:18][S:17]1. Starting materials: CC1(OC2=C(C(=CC(=C2)C(C)CCCCCCCCCCCCCCCCCC)O)C=2C1=CC=NC2)C (5,5-dimethyl-10-hydroxy-8-(2-eicosyl)-5H-[1]benzopyrano[3,4-d]pyridine), Cl.N1(CCCCC1)CCCC(=O)O (γ-piperidinobutyric acid hydrochloride), C1(CCCCC1)N=C=NC1CCCCC1 (dicyclohexyl carbodiimide). The product is Cl.CC1(OC2=C(C(=CC(=C2)C(C)CCCCCCCCCCCCCCCCCC)OC(CCCN2CCCCC2)=O)C=2C1=CC=NC2)C (5,5-Dimethyl-8-(2-eicosyl)-10-[4-(piperidino)butyryloxy]-5H-[1]benzopyrano[3,4-d]pyridine hydrochloride). Reaction SMILES: [CH3:1][C:2]1([CH3:37])[C:32]2=[CH:33][CH:34]=[N:35][CH:36]=[C:31]2[C:5]2[C:6]([OH:30])=[CH:7][C:8]([CH:10]([CH2:12][CH2:13][CH2:14][CH2:15][CH2:16][CH2:17][CH2:18][CH2:19][CH2:20][CH2:21][CH2:22][CH2:23][CH2:24][CH2:25][CH2:26][CH2:27][CH2:28][CH3:29])[CH3:11])=[CH:9][C:4]=2[O:3]1.[ClH:38].[N:39]1([CH2:45][CH2:46][CH2:47][C:48](O)=[O:49])[CH2:44][CH2:43][CH2:42][CH2:41][CH2:40]1.C1(N=C=NC2CCCCC2)CCCCC1>>[ClH:38].[CH3:37][C:2]1([CH3:1])[C:32]2=[CH:33][CH:34]=[N:35][CH:36]=[C:31]2[C:5]2[C:6]([O:30][C:48](=[O:49])[CH2:47][CH2:46][CH2:45][N:39]3[CH2:44][CH2:43][CH2:42][CH2:41][CH2:40]3)=[CH:7][C:8]([CH:10]([CH2:12][CH2:13][CH2:14][CH2:15][CH2:16][CH2:17][CH2:18][CH2:19][CH2:20][CH2:21][CH2:22][CH2:23][CH2:24][CH2:25][CH2:26][CH2:27][CH2:28][CH3:29])[CH3:11])=[CH:9][C:4]=2[O:3]1 |f:1.2,4.5|. Procedure: 5,5-Dimethyl-8-(2-eicosyl)-10-[4-(piperidino)butyryloxy]-5H-[1]benzopyrano[3,4-d]pyridine hydrochloride is prepared according to the method of Example 29 by reacting equimolar quantities of 5,5-dimethyl-10-hydroxy-8-(2-eicosyl)-5H-[1]benzopyrano[3,4-d]pyridine and γ-piperidinobutyric acid hydrochloride in the presence of dicyclohexyl carbodiimide.